Task: describe an organic reaction: reactants, conditions, products, and yield. Dataset: the Open Reaction Database (ORD), a public repository of structured organic reaction records The reactants are O=C1C(=CN=C(N1)C1=C(C=CC=C1)OCC)C(=O)OCC (Ethyl 1,6-dihydro-6-oxo-2-(2-ethoxyphenyl)pyrimidine-5-carboxylate), ice water, [N+](=O)(O)[O-] (nitric acid), S(O)(O)(=O)=O (sulfuric acid). Solvent: ice water. The product is O=C1C(=CN=C(N1)C1=C(C=CC(=C1)[N+](=O)[O-])OCC)C(=O)OCC (Ethyl 1,6-dihydro-6-oxo-2-(2-ethoxy-5-nitrophenyl)pyrimidine-5-carboxylate). The yield is 55.0%. As a reaction SMILES: [O:1]=[C:2]1[NH:7][C:6]([C:8]2[CH:13]=[CH:12][CH:11]=[CH:10][C:9]=2[O:14][CH2:15][CH3:16])=[N:5][CH:4]=[C:3]1[C:17]([O:19][CH2:20][CH3:21])=[O:18].[N+:22]([O-])([OH:24])=[O:23].S(=O)(=O)(O)O>>[O:1]=[C:2]1[NH:7][C:6]([C:8]2[CH:13]=[C:12]([N+:22]([O-:24])=[O:23])[CH:11]=[CH:10][C:9]=2[O:14][CH2:15][CH3:16])=[N:5][CH:4]=[C:3]1[C:17]([O:19][CH2:20][CH3:21])=[O:18]. Reported procedure: Ethyl 1,6-dihydro-6-oxo-2-(2-ethoxyphenyl)pyrimidine-5-carboxylate (1.0 g., 3.46 mmoles) was added over a twenty minute period to a cooled (ice-water), stirred mixture of 70% nitric acid (1.7 ml., d=1.42) and 96% sulfuric acid (0.29 ml., d=1.84). The mixture was stirred at room temperature for 19 hours. The solution was poured into ice-water (300 ml.). The mixture was triturated and then filtered. The collected solid was recrystallized from acetonitrile to give the title compound (0.64 g., 55%),...